This data is from the Open Reaction Database (ORD), a public repository of structured organic reaction records. The task is: describe an organic reaction: reactants, conditions, products, and yield Reactants: Cl.Cl.NC1=CC(=C(C(=O)NCC2CCNCC2)C=C1Cl)OC (4-Amino-5-chloro-2-methoxy-N-(piperidin-4-ylmethyl)benzamide dihydrochloride), C1(=CC=CC2=CC=CC=C12)OCCCCCCl (5-(1-naphthyloxy)-pentyl chloride). Yields the product NC1=CC(=C(C(=O)NCC2CCN(CC2)CCCCCOC2=CC=CC3=CC=CC=C23)C=C1Cl)OC (4-amino-5-chloro-N-((1-(5-(1-naphthyloxy)pentyl)piperidin-4-yl)methyl)-2-methoxybenzamide). Yield: 91.1%. Reaction SMILES: Cl.Cl.[NH2:3][C:4]1[C:19]([Cl:20])=[CH:18][C:7]([C:8]([NH:10][CH2:11][CH:12]2[CH2:17][CH2:16][NH:15][CH2:14][CH2:13]2)=[O:9])=[C:6]([O:21][CH3:22])[CH:5]=1.[C:23]1([O:33][CH2:34][CH2:35][CH2:36][CH2:37][CH2:38]Cl)[C:32]2[C:27](=[CH:28][CH:29]=[CH:30][CH:31]=2)[CH:26]=[CH:25][CH:24]=1>>[NH2:3][C:4]1[C:19]([Cl:20])=[CH:18][C:7]([C:8]([NH:10][CH2:11][CH:12]2[CH2:13][CH2:14][N:15]([CH2:38][CH2:37][CH2:36][CH2:35][CH2:34][O:33][C:23]3[C:32]4[C:27](=[CH:28][CH:29]=[CH:30][CH:31]=4)[CH:26]=[CH:25][CH:24]=3)[CH2:16][CH2:17]2)=[O:9])=[C:6]([O:21][CH3:22])[CH:5]=1 |f:0.1.2|. Procedure: 4-Amino-5-chloro-2-methoxy-N-(piperidin-4-ylmethyl)benzamide dihydrochloride (1.5 g) as starting compound and 5-(1-naphthyloxy)-pentyl chloride (1.2 g) were reacted and treated in the same manner as in Example 168 to give 1.88 g of 4-amino-5-chloro-N-((1-(5-(1-naphthyloxy)pentyl)piperidin-4-yl)methyl)-2-methoxybenzamide.